This data is from the Open Reaction Database (ORD), a public repository of structured organic reaction records. The task is: describe an organic reaction: reactants, conditions, products, and yield Conditions: temperature 120 celsius, time 12 hour. Reactants: CC2(C)COB(B1OCC(C)(C)CO1)OC2 (effective_coupling_partner), COc3ccc2ccc(N1CCCCC1)cc2c3 (substrate). The reagents and catalysts are ICy. Product: c3cc2ccc(N1CCCCC1)cc2cc3c6ccc5ccc(N4CCCCC4)cc5c6.